The task is: describe an organic reaction: reactants, conditions, products, and yield. This data is from the Open Reaction Database (ORD), a public repository of structured organic reaction records. Starting materials: CN1C(=CC=C1SC)C(=O)C1=C(C=C2N1CCC2C(=O)OCC)C (Ethyl 5-(1-methyl-5-methylthio-2-pyrroyl)-1,2-dihydro-6-methyl-3H-pyrrolo[1,2-a]pyrrole-1-carboxylate), [OH-].[Na+] (NaOH), [Cl-].[Na+] (sodium chloride). Solvent: CO (methanol). The product is CN1C(=CC=C1SC)C(=O)C1=C(C=C2N1CCC2C(=O)O)C (5-(1-methyl-5-methylthio-2-pyrroyl)-1,2-dihydro-6-methyl-3H-pyrrolo[1,2-a]pyrrole-1-carboxylic acid). The yield is 97.9%. Reaction SMILES: [CH3:1][N:2]1[C:6]([S:7][CH3:8])=[CH:5][CH:4]=[C:3]1[C:9]([C:11]1[N:15]2[CH2:16][CH2:17][CH:18]([C:19]([O:21]CC)=[O:20])[C:14]2=[CH:13][C:12]=1[CH3:24])=[O:10].[OH-].[Na+].[Cl-].[Na+]>CO>[CH3:1][N:2]1[C:6]([S:7][CH3:8])=[CH:5][CH:4]=[C:3]1[C:9]([C:11]1[N:15]2[CH2:16][CH2:17][CH:18]([C:19]([OH:21])=[O:20])[C:14]2=[CH:13][C:12]=1[CH3:24])=[O:10] |f:1.2,3.4|. Procedure: Ethyl 5-(1-methyl-5-methylthio-2-pyrroyl)-1,2-dihydro-6-methyl-3H-pyrrolo[1,2-a]pyrrole-1-carboxylate (500 mg) was stirred with 10 ml of methanol and 10 ml of 10% NaOH for two hours. 200 ml of saturated sodium chloride solution was added to the resulting mixture and the methanol distilled off under reduced pressure. The aqueous solution was acidified with 3N HCl while stirring, cooled and the resulting precipitate collected by filtration. The residue was washed with water, air dried and recrysta... Starting materials: NC1=NC(=C(C(=N1)N)O)CC (2,4-Diamino-6-ethyl-5-hydroxypyrimidine), O.[OH-].[Li+] (lithium hydroxide monohydrate), BrCCCOC1=C(C=CC=C1)CCC(=O)OC (methyl 3-(2-(3-bromopropoxy)phenyl)propanoate). Run in CN(C)C=O (DMF), CN(C)C=O (DMF), O (water). Conditions: temperature 25 celsius, time 1 hour. The product is NC1=NC(=C(C(=N1)N)OCCCOC1=C(C=CC=C1)CCC(=O)O)CC (2,4-diamino-6-ethyl-5-(3-(2-(2-carboxyethyl)phenoxy)propoxy)pyrimidine). The yield is 58.0%. RXN SMILES: [NH2:1][C:2]1[N:7]=[C:6]([NH2:8])[C:5]([OH:9])=[C:4]([CH2:10][CH3:11])[N:3]=1.O.[OH-].[Li+].Br[CH2:16][CH2:17][CH2:18][O:19][C:20]1[CH:25]=[CH:24][CH:23]=[CH:22][C:21]=1[CH2:26][CH2:27][C:28]([O:30]C)=[O:29]>CN(C=O)C.O>[NH2:1][C:2]1[N:7]=[C:6]([NH2:8])[C:5]([O:9][CH2:16][CH2:17][CH2:18][O:19][C:20]2[CH:25]=[CH:24][CH:23]=[CH:22][C:21]=2[CH2:26][CH2:27][C:28]([OH:30])=[O:29])=[C:4]([CH2:10][CH3:11])[N:3]=1 |f:1.2.3|. Reported procedure: 2,4-Diamino-6-ethyl-5-hydroxypyrimidine (0.4625 g, 3 mmol) was added to a stirred solution of lithium hydroxide monohydrate (0.4406 g, 10.5 mmol) in DMF (4 mL) and the reaction mixture was stirred at 25° C. for 1 hour. A solution of methyl 3-(2-(3-bromopropoxy)phenyl)propanoate (0.9035 g, 3 mmol) in DMF (1 mL) was added and the reaction mixture was left stirring at 25° C. overnight. DMF was partially removed under reduced pressure to give residue. The residue was diluted with water followed by e... Reaction SMILES: [CH2:1]([c:2]1[cH:3][cH:4][cH:5][cH:6][cH:7]1)[O:8][CH:9]1[CH:10]([OH:11])[O:12][CH:13]([CH2:32][O:33][CH2:34][c:35]2[cH:36][cH:37][cH:38][cH:39][cH:40]2)[CH:14]([O:24][CH2:25][c:26]2[cH:27][cH:28][cH:29][cH:30][cH:31]2)[CH:15]1[O:16][CH2:17][c:18]1[cH:19][cH:20][cH:21][cH:22][cH:23]1.[Cl-:51].[Cl-:53].[S:41]([Cl:42])([Cl:43])=[O:44].[Zn+2:52].[cH:45]1[cH:46][cH:47][cH:48][cH:49][cH:50]1>>[CH2:1]([c:2]1[cH:3][cH:4][cH:5][cH:6][cH:7]1)[O:8][CH:9]1[CH:10]([Cl:43])[O:12][CH:13]([CH2:32][O:33][CH2:34][c:35]2[cH:36][cH:37][cH:38][cH:39][cH:40]2)[CH:14]([O:24][CH2:25][c:26]2[cH:27][cH:28][cH:29][cH:30][cH:31]2)[CH:15]1[O:16][CH2:17][c:18]1[cH:19][cH:20][cH:21][cH:22][cH:23]1. Reactants: OC1OC(COCc2ccccc2)C(OCc2ccccc2)C(OCc2ccccc2)C1OCc1ccccc1, [Cl-], [Cl-], O=S(Cl)Cl, [Zn+2], c1ccccc1. Product: ClC1OC(COCc2ccccc2)C(OCc2ccccc2)C(OCc2ccccc2)C1OCc1ccccc1. Reactants: CCO, [Cl-], O=[N+]([O-])c1cc(O)cc(Cl)c1, [NH4+], O, [Zn]. Product: Nc1cc(O)cc(Cl)c1. As a reaction SMILES: [CH3:14][CH2:15][OH:16].[Cl-:12].[Cl:1][c:2]1[cH:3][c:4]([OH:11])[cH:5][c:6]([N+:8]([O-:9])=[O:10])[cH:7]1.[NH4+:13].[OH2:17].[Zn:18]>>[Cl:1][c:2]1[cH:3][c:4]([OH:11])[cH:5][c:6]([NH2:8])[cH:7]1. Reagents/catalysts: N1=CC=CC=C1 (pyridine). Reaction SMILES: [CH2:1]([O:8][C:9]1[CH:10]=[C:11]([CH:15]=[CH:16][C:17]=1[O:18][CH2:19][C:20]1[CH:25]=[CH:24][CH:23]=[CH:22][CH:21]=1)[C:12](O)=[O:13])[C:2]1[CH:7]=[CH:6][CH:5]=[CH:4][CH:3]=1.S(Cl)([Cl:28])=O>N1C=CC=CC=1>[CH2:1]([O:8][C:9]1[CH:10]=[C:11]([CH:15]=[CH:16][C:17]=1[O:18][CH2:19][C:20]1[CH:25]=[CH:24][CH:23]=[CH:22][CH:21]=1)[C:12]([Cl:28])=[O:13])[C:2]1[CH:7]=[CH:6][CH:5]=[CH:4][CH:3]=1. Reported procedure: 3,4-dibenzyloxybenzoic acid (3.1 g. 93 mmol) was combined with pyridine (5 drops, catalytic) and thionyl chloride (15 ml, 205 mmol). The solution was heated at reflux for 4 h, cooled, and excess thionyl chloride removed under reduced pressure. The crude product was dissolved in benzene (50 ml), and stripped of solvent under vacuum. The benzoyl chloride (theoretical yield 3.4 g) was then dissolved in dichloromethane and used directly in the next step. Reactants: C(C1=CC=CC=C1)OC=1C=C(C(=O)O)C=CC1OCC1=CC=CC=C1 (3,4-dibenzyloxybenzoic acid), S(=O)(Cl)Cl (thionyl chloride). The product is C(C1=CC=CC=C1)OC=1C=C(C(=O)Cl)C=CC1OCC1=CC=CC=C1 (3,4-dibenzyloxybenzoyl chloride). Starting materials: ClC1=CC=C(CC(CC=C)NC(OC)=O)C=C1 (methyl [1-(4-chlorobenzyl)but-3-enyl]carbamate), [H-].[Na+] (sodium hydride), C(C)OCCl (chloromethyl ethyl ether). The solvent is O1CCCC1 (THF), O1CCCC1 (THF). Run at temperature 0 celsius, time 12 hour. Product: ClC1=CC=C(CC(CC=C)N(C(OC)=O)COCC)C=C1 (Methyl [1-(4-chlorobenzyl)but-3-enyl]ethoxymethylcarbamate). Reaction SMILES: [H-].[Na+].[Cl:3][C:4]1[CH:19]=[CH:18][C:7]([CH2:8][CH:9]([NH:13][C:14](=[O:17])[O:15][CH3:16])[CH2:10][CH:11]=[CH2:12])=[CH:6][CH:5]=1.[CH2:20]([O:22][CH2:23]Cl)[CH3:21]>O1CCCC1>[Cl:3][C:4]1[CH:19]=[CH:18][C:7]([CH2:8][CH:9]([N:13]([CH2:23][O:22][CH2:20][CH3:21])[C:14](=[O:17])[O:15][CH3:16])[CH2:10][CH:11]=[CH2:12])=[CH:6][CH:5]=1 |f:0.1|. Reported procedure: A suspension of 10.0 g of sodium hydride (80% in mineral oil, 333 mmol) in dry THF (tetrahydrofuran) is heated to reflux under argon. A solution of 60.5 g (238 mmol) of methyl [1-(4-chlorobenzyl)but-3-enyl]carbamate in 50 ml of dry THF is added dropwise in the course of 1 hour. The mixture is then boiled under reflux for a further 2 hours until the evolution of gas subsides. The mixture is cooled to 0° C. and chloromethyl ethyl ether is added dropwise so that the reaction temperature does not ri...